Dataset: the Open Reaction Database (ORD), a public repository of structured organic reaction records. Task: describe an organic reaction: reactants, conditions, products, and yield Reactants: C(C)(C)(C)OC(=O)N1C[C@@H]2[C@@H](N(C=3C(=CC(=CC23)Br)C#N)C)CC1 ((4aS,9bR)-8-bromo-6-cyano-5-methyl-1,3,4,4a,5,9b-hexahydro-pyrido[4,3-b]indole-2-carboxylic acid tert-butyl ester), [Br-].C(C(C)C)[Zn+] (iso-butylzinc bromide). Reagents/catalysts: C=1C=CC(=CC1)[P](C=2C=CC=CC2)(C=3C=CC=CC3)[Pd]([P](C=4C=CC=CC4)(C=5C=CC=CC5)C=6C=CC=CC6)([P](C=7C=CC=CC7)(C=8C=CC=CC8)C=9C=CC=CC9)[P](C=1C=CC=CC1)(C=1C=CC=CC1)C=1C=CC=CC1 (Pd(PPh3)4). Yields the product C(C(C)C)C=1C=C2[C@H]3[C@@H](N(C2=C(C1)C#N)C)CCNC3 ((4aS,9bR)-8-iso-butyl-5-methyl-2,3,4,4a,5,9b-hexahydro-1H-pyrido[4,3-b]indole-6-carbonitrile). Reaction SMILES: C(OC([N:8]1[CH2:24][CH2:23][C@@H:11]2[N:12]([CH3:22])[C:13]3[C:14]([C:20]#[N:21])=[CH:15][C:16](Br)=[CH:17][C:18]=3[C@@H:10]2[CH2:9]1)=O)(C)(C)C.[Br-].[CH2:26]([Zn+])[CH:27]([CH3:29])[CH3:28]>C1C=CC([P]([Pd]([P](C2C=CC=CC=2)(C2C=CC=CC=2)C2C=CC=CC=2)([P](C2C=CC=CC=2)(C2C=CC=CC=2)C2C=CC=CC=2)[P](C2C=CC=CC=2)(C2C=CC=CC=2)C2C=CC=CC=2)(C2C=CC=CC=2)C2C=CC=CC=2)=CC=1>[CH2:26]([C:16]1[CH:17]=[C:18]2[C:13](=[C:14]([C:20]#[N:21])[CH:15]=1)[N:12]([CH3:22])[C@H:11]1[CH2:23][CH2:24][NH:8][CH2:9][C@@H:10]21)[CH:27]([CH3:29])[CH3:28] |f:1.2,^1:34,36,55,74|. Procedure: Following the general procedure for Example 127–146, the title compound was prepared (13 mg, 48%) as a light yellow oil using (4aS,9bR)-8-bromo-6-cyano-5-methyl-1,3,4,4a,5,9b-hexahydro-pyrido[4,3-b]indole-2-carboxylic acid tert-butyl ester (Example 158, 40 mg, 0.10 mmol), iso-butylzinc bromide (0.5 M in THF, 2.5 mole equivalent) and Pd(PPh3)4 (0.06 mole equivalent).: MS (ESI): 270 (base, M+H). The reactants are O=C(OO)c1cccc(Cl)c1, O=[N+]([O-])c1ccc(-c2cccnc2)cc1, [Na+], [Na+], C1CCOC1, O=S([O-])([O-])=S. As a reaction SMILES: [Cl:1][c:2]1[cH:3][cH:4][cH:5][c:6]([C:7]([O:8][OH:10])=[O:9])[cH:11]1.[N+:12](=[O:13])([O-:14])[c:15]1[cH:16][cH:17][c:18](-[c:21]2[cH:22][n:23][cH:24][cH:25][cH:26]2)[cH:19][cH:20]1.[Na+:32].[Na+:33].[O:34]1[CH2:35][CH2:36][CH2:37][CH2:38]1.[S:27]([O-:28])([O-:29])(=[O:30])=[S:31]>>[O-:9][n+:23]1[cH:22][c:21](-[c:18]2[cH:17][cH:16][c:15]([N+:12](=[O:13])[O-:14])[cH:20][cH:19]2)[cH:26][cH:25][cH:24]1. Product: O=[N+]([O-])c1ccc(-c2ccc[n+]([O-])c2)cc1.